Task: describe an organic reaction: reactants, conditions, products, and yield. Dataset: the Open Reaction Database (ORD), a public repository of structured organic reaction records Yields the product C(C1=CC=CC=C1)ONCC(C(=O)O)CC(C)C (2-(benzyloxyaminomethyl)-4-methylpentanoic acid). Procedure: A solution of 4-methyl-2-methylenepentanoic acid (3.5 g) and O-benzylhydroxylamine were heated at 1200 for 8 h. The reaction mixture was then partitioned between 50 mL of 1.0 N NaOH and 50 mL of diethyl ether. The aqueous portion was separated, acidified to pH 3 with 10% HCl and washed with 50 mL of ether. Ion exchange chromatography (Dowex--50W) eluting with 20% pyridine/water gave 2-(benzyloxyaminomethyl)-4-methylpentanoic acid. Starting materials: CC(CC(C(=O)O)=C)C (4-methyl-2-methylenepentanoic acid), C(C1=CC=CC=C1)ON (O-benzylhydroxylamine). RXN SMILES: [CH3:1][CH:2]([CH3:9])[CH2:3][C:4](=[CH2:8])[C:5]([OH:7])=[O:6].[CH2:10]([O:17][NH2:18])[C:11]1[CH:16]=[CH:15][CH:14]=[CH:13][CH:12]=1>>[CH2:10]([O:17][NH:18][CH2:8][CH:4]([CH2:3][CH:2]([CH3:9])[CH3:1])[C:5]([OH:7])=[O:6])[C:11]1[CH:16]=[CH:15][CH:14]=[CH:13][CH:12]=1. Reactants: CC([O-])(C)C.[K+] (kalium 1,1-dimethyl ethoxide), 13.4, FC1=CC=C(OC[C@H](CO)O)C=C1 ((+)-(S)-3-(4-fluorophenoxy)-1,2-propanediol), O1 -4-methylbenzenesulfonate. The solvent is O1CCCC1 (tetrahydrofuran). Reaction conditions: time 30 minute. Yields the product FC1=CC=C(OC[C@@H]2OC2)C=C1 ((-)-(R)-[(4-fluorophenoxy)methyl]oxirane). Isolated yield 57.3%. As a reaction SMILES: [F:1][C:2]1[CH:13]=[CH:12][C:5]([O:6][CH2:7][C@@H:8]([OH:11])[CH2:9]O)=[CH:4][CH:3]=1.CC(C)(C)[O-].[K+]>O1CCCC1>[F:1][C:2]1[CH:13]=[CH:12][C:5]([O:6][CH2:7][C@H:8]2[CH2:9][O:11]2)=[CH:4][CH:3]=1 |f:1.2|. Procedure details: To a stirred mixture of 13.4 parts of (+)-(S)-3-(4-fluorophenoxy)-1,2-propanediol, O1 -4-methylbenzenesulfonate and 45 parts of tetrahydrofuran were added 4.9 parts of kalium 1,1-dimethyl ethoxide. The whole was stirred for 30 minutes at room temperature. It was filtered over Hyflo, washed with tetrahydrofuran and the filtrate was evaporated. The residue was distilled, yielding 3.8 parts (57.3%) of (-)-(R)-[(4-fluorophenoxy)methyl]oxirane; bp. 54° C. at 66.5 Pa; [α]D =-4.08 (c=0.5% in trichlorom... Starting materials: O[C@@H]1C[C@H](OCC2=CC=CC=C2)C1, O=S(C1=CC=C([N+]([O-])=O)C=C1)(F)=O (4-nitrobenzenesulfonyl fluoride). Reagents/catalysts: N\2=C1\N(CCCCC1)CCC/2 (DBU). The solvent is C1CCCO1 (THF), C1CCCO1 (THF). Run at time 48 hour. Yields the product F[C@@H]1C[C@H](OCC2=CC=CC=C2)C1. Yield: 11.0%. Starting materials: C(C1=CC=CC=C1)OCCOC1=CC=C(C=C1)C(=C(CCO)C1=CC=CC=C1)C1=CC=C(C=C1)OCC1=CC=CC=C1 (4-[4-(2-benzyloxyethoxy)-phenyl]-4-(4-benzyloxyphenyl)-3-phenylbut-3-en-1-ol), C1(=CC=CC=C1)P(C1=CC=CC=C1)C1=CC=CC=C1 (triphenyl phosphine), C(Cl)(Cl)(Cl)Cl (carbon tetrachloride). Solvent: C(C)#N (acetonitrile). The product is C(C1=CC=CC=C1)OCCOC1=CC=C(C=C1)\C(=C(\CCCl)/C1=CC=CC=C1)\C1=CC=C(C=C1)OCC1=CC=CC=C1 (Z-1-[4-(2-benzyloxyethoxy)-phenyl]-1-(4-benzyloxyphenyl)-4-chloro-2-phenylbut-1-ene). RXN SMILES: [CH2:1]([O:8][CH2:9][CH2:10][O:11][C:12]1[CH:17]=[CH:16][C:15]([C:18]([C:29]2[CH:34]=[CH:33][C:32]([O:35][CH2:36][C:37]3[CH:42]=[CH:41][CH:40]=[CH:39][CH:38]=3)=[CH:31][CH:30]=2)=[C:19]([C:23]2[CH:28]=[CH:27][CH:26]=[CH:25][CH:24]=2)[CH2:20][CH2:21]O)=[CH:14][CH:13]=1)[C:2]1[CH:7]=[CH:6][CH:5]=[CH:4][CH:3]=1.C1(P(C2C=CC=CC=2)C2C=CC=CC=2)C=CC=CC=1.C(Cl)(Cl)(Cl)[Cl:63]>C(#N)C>[CH2:1]([O:8][CH2:9][CH2:10][O:11][C:12]1[CH:17]=[CH:16][C:15](/[C:18](/[C:29]2[CH:34]=[CH:33][C:32]([O:35][CH2:36][C:37]3[CH:42]=[CH:41][CH:40]=[CH:39][CH:38]=3)=[CH:31][CH:30]=2)=[C:19](\[C:23]2[CH:28]=[CH:27][CH:26]=[CH:25][CH:24]=2)/[CH2:20][CH2:21][Cl:63])=[CH:14][CH:13]=1)[C:2]1[CH:7]=[CH:6][CH:5]=[CH:4][CH:3]=1. Reported procedure: 4-[4-(2-benzyloxyethoxy)-phenyl]-4-(4-benzyloxyphenyl)-3-phenylbut-3-en-1-ol (1.9 g, 3.45 mmol), triphenyl phosphine (1.8 g, 6.9 mmol), carbon tetrachloride (2.6 g, 17.25 mmol) and acetonitrile (10 ml) were stirred at room temperature for an hour. The product was separated by the same method as Z-1-[4-(2-benzyloxyethoxy)-phenyl]-4-chloro-1,2-diphenyl-but-1-ene described in example 2 and purified by flash chromatography (toluene: methanol, 9.75:0.25). Yield 1.2 g. Reactants: NC1=NNC2=CC=CC(=C12)Cl (3-amino-4-chloroindazole), CN(C=O)C (N,N-dimethylformamide), Br.BrCCCN(CC)CC (3-bromopropyldiethylamine hydrobromide), C([O-])([O-])=O.[K+].[K+] (potassium carbonate). The solvent is O (water), C(Cl)(Cl)Cl (chloroform), C(Cl)(Cl)Cl (chloroform). Reaction conditions: temperature 80 celsius, time 24 hour. The product is C(C)N(CCCNC1=NNC2=CC=CC(=C12)Cl)CC (3-(3-diethylaminopropylamino)-4-chloroindazole). The yield is 61.1%. As a reaction SMILES: [NH2:1][C:2]1[C:10]2[C:5](=[CH:6][CH:7]=[CH:8][C:9]=2[Cl:11])[NH:4][N:3]=1.Br.Br[CH2:14][CH2:15][CH2:16][N:17]([CH2:20][CH3:21])[CH2:18][CH3:19].C(=O)([O-])[O-].[K+].[K+].CN(C)C=O>C(Cl)(Cl)Cl.O>[CH2:18]([N:17]([CH2:20][CH3:21])[CH2:16][CH2:15][CH2:14][NH:1][C:2]1[C:10]2[C:5](=[CH:6][CH:7]=[CH:8][C:9]=2[Cl:11])[NH:4][N:3]=1)[CH3:19] |f:1.2,3.4.5|. Procedure details: A mixture consisting of 5.04 g of 3-amino-4-chloroindazole, 8.30 g of 3-bromopropyldiethylamine hydrobromide, 8.3 g of anhydrous potassium carbonate and 80 ml of anhydrous N,N-dimethylformamide was stirred for 24 hours at 80° C. The reaction mixture was condensed under reduced pressure, the condensed residue was added with 100 ml of chloroform and 50 ml of water. The chloroform layer was separated and dried over anhydrous sodium sulfate, and then chloroform was removed under reduced pressure. Th... Starting materials: NC1=C2C(C(=CN(C2=C(C(=C1F)N1C[C@@H](CC1)C(C=1SC=CN1)N)F)[C@H]1[C@H](C1)F)C(=O)O)=O (5-Amino-7-[3-(R)-(1-amino-1-(thiazol-2-yl)methyl)-1-pyrrolidinyl]-6,8-difluoro-1-[2-(S)-fluoro-1-(R)-cyclopropyl]-1,4-dihydro-4-oxoquinoline-3-carboxylic acid), C(C)#N (acetonitrile), NC1=C2C(C(=CN(C2=C(C(=C1F)F)F)[C@H]1[C@H](C1)F)C(=O)O)=O (5-amino-6,7,8-trifluoro-1-[2-(S)-fluoro-1-(R)-cyclopropyl]-1,4-dihydro-4-oxoquinoline-3-carboxylic acid). Solvent: C(C)N(CC)CC (triethylamine). Yields the product NC1=C2C(C(=CN(C2=C(C(=C1F)N1C[C@@H](CC1)C(C=1C=NC=CC1)N)F)[C@H]1[C@H](C1)F)C(=O)O)=O (5-Amino-7-{3-(R)-[1-amino-1-(3-pyridyl)methyl]-1-pyrrolidinyl}-6,8-difluoro-1-[(1R,2S)-2-fluorocycloproyl]-1,4-dihydro-4-oxoquinoline-3-carboxylic acid). Isolated yield 54.6%. As a reaction SMILES: [NH2:1][C:2]1[C:11]([F:12])=[C:10]([N:13]2[CH2:17][CH2:16][C@@H:15]([CH:18]([NH2:24])C3SC=CN=3)[CH2:14]2)[C:9]([F:25])=[C:8]2[C:3]=1[C:4](=[O:33])[C:5]([C:30]([OH:32])=[O:31])=[CH:6][N:7]2[C@@H:26]1[CH2:28][C@@H:27]1[F:29].C(#N)C.NC1C(F)=C(F)C(F)=[C:44]2[C:39]=1[C:40](=O)[C:41](C(O)=O)=[CH:42][N:43]2[C@@H]1C[C@@H]1F>C(N(CC)CC)C>[NH2:1][C:2]1[C:11]([F:12])=[C:10]([N:13]2[CH2:17][CH2:16][C@@H:15]([CH:18]([NH2:24])[C:41]3[CH:42]=[N:43][CH:44]=[CH:39][CH:40]=3)[CH2:14]2)[C:9]([F:25])=[C:8]2[C:3]=1[C:4](=[O:33])[C:5]([C:30]([OH:32])=[O:31])=[CH:6][N:7]2[C@@H:26]1[CH2:28][C@@H:27]1[F:29]. Reported procedure: 3-(R)-[1-Tert-butoxycarbonylamino-1-(3-pyridyl)methyl]pyrrolidine [F1] (70 mg, 0.252 mmol) was added to an acetonitrile suspension (3 ml) of 5-amino-6,7,8-trifluoro-1-[2-(S)-fluoro-1-(R)-cyclopropyl]-1,4-dihydro-4-oxoquinoline-3-carboxylic acid (87.0 mg, 0.275 mmol), and the mixture was heated under reflux for 19 hours in the presence of triethylamine (0.3 ml). After cooling, the solvent of the reaction solution was evaporated under a reduced pressure. The resulting residue was dissolved in chlo... Reactants: FC(C1=CC=C(OC2=CC=C(C=C2)O)C=C1)(F)F (4-(4-trifluoromethylphenoxy)phenol), BrC(C=CC(=O)OCC)C (ethyl 4-bromo-2-pentenoate), C([O-])([O-])=O.[K+].[K+] (potassium carbonate). The solvent is C(C)O (ethanol). Conditions: time 6 hour. Product: FC(C1=CC=C(OC2=CC=C(OC(C=CC(=O)OCC)C)C=C2)C=C1)(F)F (ethyl 4-[4-(4-trifluoromethylphenoxy)phenoxy]-2-pentenoate). The yield is 7.3%. As a reaction SMILES: [F:1][C:2]([F:18])([F:17])[C:3]1[CH:16]=[CH:15][C:6]([O:7][C:8]2[CH:13]=[CH:12][C:11]([OH:14])=[CH:10][CH:9]=2)=[CH:5][CH:4]=1.Br[CH:20]([CH3:28])[CH:21]=[CH:22][C:23]([O:25][CH2:26][CH3:27])=[O:24].C(=O)([O-])[O-].[K+].[K+]>C(O)C>[F:1][C:2]([F:17])([F:18])[C:3]1[CH:16]=[CH:15][C:6]([O:7][C:8]2[CH:9]=[CH:10][C:11]([O:14][CH:20]([CH3:28])[CH:21]=[CH:22][C:23]([O:25][CH2:26][CH3:27])=[O:24])=[CH:12][CH:13]=2)=[CH:5][CH:4]=1 |f:2.3.4|. Procedure details: In a reactor, 100 ml of ethanol was charged and 95.3 g (0.375 mole) of 4-(4-trifluoromethylphenoxy)phenol, 85.4 g (0.412 mole) of ethyl 4-bromo-2-pentenoate and 39.0 g (0.281 mole) of potassium carbonate were added. The mixture was refluxed with stirring for 6 hours to react them. Ethanol was distilled off and 100 ml of chlorobenzene and 100 ml of water were added and the mixture was stirred at the room temperature for 30 minutes. The water phase was separated and the organic phase was washed wi... Starting materials: C(C)(C)(C)OC(=O)N[C@H](COC1=NOC(=C1)C(=O)O)C (3-({(2S)-2-[(tert-butoxycarbonyl)amino]propyl}oxy)isoxazole-5-carboxylic acid), Cl.NC1=C(C=C(C=C1)O)O (4-aminobenzene-1,3-diol hydrochloride). Product: OC1=C(C=CC(=C1)O)NC(=O)C1=CC(=NO1)OC[C@H](C)NC(OC(C)(C)C)=O (tert-butyl [(1S)-2-({5-[(2,4-dihydroxyphenyl)carbamoyl]isoxazol-3-yl}oxy)-1-methylethyl]carbamate). Reaction SMILES: [C:1]([O:5][C:6]([NH:8][C@@H:9]([CH3:20])[CH2:10][O:11][C:12]1[CH:16]=[C:15]([C:17]([OH:19])=O)[O:14][N:13]=1)=[O:7])([CH3:4])([CH3:3])[CH3:2].Cl.[NH2:22][C:23]1[CH:28]=[CH:27][C:26]([OH:29])=[CH:25][C:24]=1[OH:30]>>[OH:30][C:24]1[CH:25]=[C:26]([OH:29])[CH:27]=[CH:28][C:23]=1[NH:22][C:17]([C:15]1[O:14][N:13]=[C:12]([O:11][CH2:10][C@@H:9]([NH:8][C:6](=[O:7])[O:5][C:1]([CH3:2])([CH3:3])[CH3:4])[CH3:20])[CH:16]=1)=[O:19] |f:1.2|. Procedure: Using 3-({(2S)-2-[(tert-butoxycarbonyl)amino]propyl}oxy)isoxazole-5-carboxylic acid and 4-aminobenzene-1,3-diol hydrochloride, and in the same manner as in Example 2, step C, the title compound was obtained.